Dataset: the Open Reaction Database (ORD), a public repository of structured organic reaction records. Task: describe an organic reaction: reactants, conditions, products, and yield Starting materials: ClC1=NC(=CC(=C1)C1CCOCC1)Cl (2,6-dichloro-4-(tetrahydro-2H-pyran-4-yl)pyridine), NC1=NC=CC(=C1)C#N (2-aminopyridine-4-carbonitrile), C([O-])([O-])=O.[Cs+].[Cs+] (cesium carbonate), tris(dibenzylidineacetone)dipalladium(0), O1CCOCC1 (1,4-dioxane). Reagents/catalysts: C1(=CC=CC=C1)P(C1=C(C2=CC=CC=C2C=C1)C1=C(C=CC2=CC=CC=C12)P(C1=CC=CC=C1)C1=CC=CC=C1)C1=CC=CC=C1 (2,2′-bis(diphenylphosphino)-1,1′-binaphthalene). Run in C(C)(=O)OCC (ethyl acetate). Reaction conditions: temperature 80 celsius. Yields the product ClC1=CC(=CC(=N1)NC=1C=C(C#N)C=CN1)C1CCOCC1 (2-((6-chloro-4-(tetrahydro-2H-pyran-4-yl)pyridin-2-yl)amino)isonicotinonitrile). Isolated yield 54.5%. Reaction SMILES: Cl[C:2]1[CH:7]=[C:6]([CH:8]2[CH2:13][CH2:12][O:11][CH2:10][CH2:9]2)[CH:5]=[C:4]([Cl:14])[N:3]=1.[NH2:15][C:16]1[CH:21]=[C:20]([C:22]#[N:23])[CH:19]=[CH:18][N:17]=1.C(=O)([O-])[O-].[Cs+].[Cs+].O1CCOCC1>C(OCC)(=O)C.C1(P(C2C=CC=CC=2)C2C=CC3C(=CC=CC=3)C=2C2C3C(=CC=CC=3)C=CC=2P(C2C=CC=CC=2)C2C=CC=CC=2)C=CC=CC=1>[Cl:14][C:4]1[N:3]=[C:2]([NH:15][C:16]2[CH:21]=[C:20]([CH:19]=[CH:18][N:17]=2)[C:22]#[N:23])[CH:7]=[C:6]([CH:8]2[CH2:13][CH2:12][O:11][CH2:10][CH2:9]2)[CH:5]=1 |f:2.3.4|. Reported procedure: To a 25 mL round-bottomed flask charged with 2,6-dichloro-4-(tetrahydro-2H-pyran-4-yl)pyridine (1.20 g, 5.20 mmol, 1.00 equiv), 2-aminopyridine-4-carbonitrile (620 mg, 5.20 mmol, 1.00 equiv), cesium carbonate (2.40 g, 7.20 mmol, 1.40 equiv), 2,2′-bis(diphenylphosphino)-1,1′-binaphthalene (170 mg, 0.260 mmol, 0.0500 equiv), and tris(dibenzylidineacetone)dipalladium(0) (120 mg 0.130 mmol, 0.0250 equiv) was added 1,4-dioxane (10 mL) under nitrogen atmosphere. The reaction was then heated to 80° C. ... The product is C(C1=CC=CC=C1)OCC(=O)Cl (benzyloxy-acetyl chloride). Starting materials: C(C1=CC=CC=C1)OCC(=O)O (benzyloxyacetic acid), C(C(=O)Cl)(=O)Cl (oxalyl chloride), CN(C)C=O (DMF). RXN SMILES: [CH2:1]([O:8][CH2:9][C:10]([OH:12])=O)[C:2]1[CH:7]=[CH:6][CH:5]=[CH:4][CH:3]=1.C(Cl)(=O)C([Cl:16])=O.CN(C=O)C>C(Cl)Cl>[CH2:1]([O:8][CH2:9][C:10]([Cl:16])=[O:12])[C:2]1[CH:7]=[CH:6][CH:5]=[CH:4][CH:3]=1. Solvent: C(Cl)Cl (DCM). Reaction conditions: time 4 hour. Reported procedure: To a solution of benzyloxyacetic acid (4.6 g, 28.0 mmol, 4.0 mL) in DCM (52 mL) was added oxalyl chloride (7.7 g, 61 mmol, 5.3 mL) and a drop of DMF. The reaction mixture was stirred at room temperature for 4 h. Excess of oxalyl chloride was removed in vacuo to give benzyloxy-acetyl chloride. The crude acyl chloride was diluted into DCM (100 mL) and triethylamine (5.3 mL, 41.6 mmol, 4.2 g) was added followed by 4-fluoroaniline (3.5 g, 32 mmol, 3.0 mL). The reaction mixture was stirred at RT over...